From a dataset of the Open Reaction Database (ORD), a public repository of structured organic reaction records. describe an organic reaction: reactants, conditions, products, and yield Product: ClC1=C(CN2CCNC=3C2=NC(=CN3)C=3C=NN(C3)CCN3CCOCC3)C(=CC=C1F)F (1-(2-chloro-3,6-difluorobenzyl)-7-{1-[2-(morpholin-4-yl)ethyl]-1H-pyrazol-4-yl}-1,2,3,4-tetrahydropyrazino[2,3-b]pyrazine). Reactants: BrC1=CN=C2C(=N1)N(CCN2)CC2=C(C(=CC=C2F)F)Cl (7-bromo-1-(2-chloro-3,6-difluorobenzyl)-1,2,3,4-tetrahydropyrazino[2,3-b]pyrazine), O1CCN(CC1)CCN1N=CC(=C1)B(O)O (1-(2-Morpholinoethyl)-1H-pyrazole-4-boronic acid), pinacol ester. Procedure: The entitled compound was prepared from 7-bromo-1-(2-chloro-3,6-difluorobenzyl)-1,2,3,4-tetrahydropyrazino[2,3-b]pyrazine and 1-(2-Morpholinoethyl)-1H-pyrazole-4-boronic acid, pinacol ester using Suzuki coupling conditions as described in Example 1. RXN SMILES: Br[C:2]1[N:7]=[C:6]2[N:8]([CH2:12][C:13]3[C:18]([F:19])=[CH:17][CH:16]=[C:15]([F:20])[C:14]=3[Cl:21])[CH2:9][CH2:10][NH:11][C:5]2=[N:4][CH:3]=1.[O:22]1[CH2:27][CH2:26][N:25]([CH2:28][CH2:29][N:30]2[CH:34]=[C:33](B(O)O)[CH:32]=[N:31]2)[CH2:24][CH2:23]1>>[Cl:21][C:14]1[C:15]([F:20])=[CH:16][CH:17]=[C:18]([F:19])[C:13]=1[CH2:12][N:8]1[C:6]2=[N:7][C:2]([C:33]3[CH:32]=[N:31][N:30]([CH2:29][CH2:28][N:25]4[CH2:26][CH2:27][O:22][CH2:23][CH2:24]4)[CH:34]=3)=[CH:3][N:4]=[C:5]2[NH:11][CH2:10][CH2:9]1.